This data is from the Open Reaction Database (ORD), a public repository of structured organic reaction records. The task is: describe an organic reaction: reactants, conditions, products, and yield Starting materials: CN1CCCC1=O, CS(=O)(=O)c1cc(NC2CC2)n2ncc(C=C3NC(=O)NC3=O)c2n1, CC(N)c1cccc(Cl)c1. Product: CC(Nc1cc(NC2CC2)n2ncc(C=C3NC(=O)NC3=O)c2n1)c1cccc(Cl)c1. As a reaction SMILES: [CH3:36][N:37]1[CH2:38][CH2:39][CH2:40][C:41]1=[O:42].[CH:1]1([NH:4][c:5]2[cH:6][c:7]([S:22]([CH3:23])(=[O:24])=[O:25])[n:8][c:9]3[n:10]2[n:11][cH:12][c:13]3[CH:14]=[C:15]2[C:16](=[O:21])[NH:17][C:18](=[O:20])[NH:19]2)[CH2:2][CH2:3]1.[Cl:26][c:27]1[cH:28][c:29]([CH:33]([CH3:34])[NH2:35])[cH:30][cH:31][cH:32]1>>[CH:1]1([NH:4][c:5]2[cH:6][c:7]([NH:35][CH:33]([c:29]3[cH:28][c:27]([Cl:26])[cH:32][cH:31][cH:30]3)[CH3:34])[n:8][c:9]3[n:10]2[n:11][cH:12][c:13]3[CH:14]=[C:15]2[C:16](=[O:21])[NH:17][C:18](=[O:20])[NH:19]2)[CH2:2][CH2:3]1.